From a dataset of the Open Reaction Database (ORD), a public repository of structured organic reaction records. describe an organic reaction: reactants, conditions, products, and yield Starting materials: OC(CO)C1=CC=C2C(CCOC2=C1)=O (7-(1,2-dihydroxyethyl)chroman-4-one), COC(C)(C)OC (2,2-dimethoxypropane), [C@@]12(C(=O)CC(CC1)C2(C)C)CS(=O)(=O)O ((1R)-(−)-camphorsulfonic acid). Run in CC(=O)C (acetone). Conditions: time 8 hour. Yields the product CC1(OCC(O1)C1=CC=C2C(CCOC2=C1)=O)C (7-(2,2-dimethyl-1,3-dioxolan-4-yl)chroman-4-one). The yield is 58.1%. As a reaction SMILES: [OH:1][CH:2]([C:5]1[CH:14]=[C:13]2[C:8]([C:9](=[O:15])[CH2:10][CH2:11][O:12]2)=[CH:7][CH:6]=1)[CH2:3][OH:4].CO[C:18](OC)([CH3:20])[CH3:19].[C@@]12(CS(O)(=O)=O)C(C)(C)C(CC1)CC2=O>CC(C)=O>[CH3:19][C:18]1([CH3:20])[O:1][CH:2]([C:5]2[CH:14]=[C:13]3[C:8]([C:9](=[O:15])[CH2:10][CH2:11][O:12]3)=[CH:7][CH:6]=2)[CH2:3][O:4]1. Reported procedure: To a mixture of 7-(1,2-dihydroxyethyl)chroman-4-one (Preparation 60A, 0.950 g, 4.56 mmol) and 2,2-dimethoxypropane (1.68 mL, 13.7 mmol) in acetone (20 mL) at room temperature was added (1R)-(−)-camphorsulfonic acid (0.212 g, 0.913 mmol). The reaction mixture was stirred at room temperature overnight. The reaction mixture was quenched with a saturated aqueous solution of sodium bicarbonate and concentrated under reduced pressure. The aqueous residue was diluted with ethyl acetate, washed with a s... The reactants are N#CCBr, O=C([O-])[O-], CCCC[N+](CCCC)(CCCC)CCCC, CN(C)C=O, O=c1c(C2=NS(=O)(=O)c3c(ccc(O)c3[N+](=O)[O-])N2)c(O)c2ccccc2n1NCC1CC1, [I-], [K+], [K+]. Product: N#CCOc1ccc2c(c1[N+](=O)[O-])S(=O)(=O)N=C(c1c(O)c3ccccc3n(NCC3CC3)c1=O)N2. As a reaction SMILES: [Br:34][CH2:35][C:36]#[N:37].[C:38](=[O:39])([O-:40])[O-:41].[CH2:50]([N+:51]([CH2:52][CH2:53][CH2:54][CH3:55])([CH2:56][CH2:57][CH2:58][CH3:59])[CH2:60][CH2:61][CH2:62][CH3:63])[CH2:64][CH2:65][CH3:66].[CH3:44][N:45]([CH3:46])[CH:47]=[O:48].[CH:1]1([CH2:4][NH:5][n:6]2[c:7](=[O:33])[c:8]([C:17]3=[N:18][S:19](=[O:31])(=[O:32])[c:20]4[c:21]([cH:23][cH:24][c:25]([OH:30])[c:26]4[N+:27](=[O:28])[O-:29])[NH:22]3)[c:9]([OH:16])[c:10]3[cH:11][cH:12][cH:13][cH:14][c:15]23)[CH2:2][CH2:3]1.[I-:49].[K+:42].[K+:43]>>[CH:1]1([CH2:4][NH:5][n:6]2[c:7](=[O:33])[c:8]([C:17]3=[N:18][S:19](=[O:31])(=[O:32])[c:20]4[c:21]([cH:23][cH:24][c:25]([O:30][CH2:35][C:36]#[N:37])[c:26]4[N+:27](=[O:28])[O-:29])[NH:22]3)[c:9]([OH:16])[c:10]3[cH:11][cH:12][cH:13][cH:14][c:15]23)[CH2:2][CH2:3]1. Reactants: CC(=O)[O-], CC(=O)[O-], CCOCC, OC1CCCCCC1, ClCCl, CCOC(=O)C=[N+]=[N-], [Rh+2]. Product: CCOC(=O)COC1CCCCCC1. Reaction SMILES: [C:25]([O-:26])(=[O:27])[CH3:28].[C:30]([O-:31])(=[O:32])[CH3:33].[CH3:20][CH2:21][O:22][CH2:23][CH3:24].[CH:1]1([OH:8])[CH2:2][CH2:3][CH2:4][CH2:5][CH2:6][CH2:7]1.[Cl:17][CH2:18][Cl:19].[N+:9](=[N-:10])=[CH:11][C:12](=[O:13])[O:14][CH2:15][CH3:16].[Rh+2:29]>>[CH:1]1([O:8][CH2:11][C:12](=[O:13])[O:14][CH2:15][CH3:16])[CH2:2][CH2:3][CH2:4][CH2:5][CH2:6][CH2:7]1. Starting materials: [C@@H]1([C@H](O)[C@@H](O)[C@@H](O)[C@H](O1)CO)N (β-D-galactopyranosyl-amine), Cl.COC1=C(C(=C(C(=C1)C)S(=O)(=O)N[C@@H](CC(N)=O)C(=O)N[C@H](CC1=CC=C(C=C1)C(N)=N)C(=O)N1CCCCC1)C)C (2-N-(4-Methoxy-2,3,6-trimethyl-benzenesulfonyl)-L-asparaginyl-4-amidino-D-phenylalanine-piperidide hydrochloride), C=1C=CC2=C(C1)N=NN2O (HOBt), C1CCC(CC1)N=C=NC2CCCCC2 (DCCI). Run in CN(C)C=O (DMF), ClCCl (dichloromethane). Conditions: time 48 hour. Product: Cl.COC1=C(C(=C(C(=C1)C)S(=O)(=O)N[C@@H](CC(N[C@H]1[C@H](O)[C@@H](O)[C@@H](O)[C@H](O1)CO)=O)C(=O)N[C@H](CC1=CC=C(C=C1)C(N)=N)C(=O)N1CCCCC1)C)C (2- N-(4-Methoxy-2,3,6-trimethyl-benzenesulfonyl)-4-N-(β-D-galactopyranosyl)-L-asparaginyl-4-amidino-D-phenylalanine-piperidide hydrochloride). As a reaction SMILES: [ClH:1].[CH3:2][O:3][C:4]1[CH:9]=[C:8]([CH3:10])[C:7]([S:11]([NH:14][C@H:15]([C:20]([NH:22][C@@H:23]([C:34]([N:36]2[CH2:41][CH2:40][CH2:39][CH2:38][CH2:37]2)=[O:35])[CH2:24][C:25]2[CH:30]=[CH:29][C:28]([C:31](=[NH:33])[NH2:32])=[CH:27][CH:26]=2)=[O:21])[CH2:16][C:17](=[O:19])[NH2:18])(=[O:13])=[O:12])=[C:6]([CH3:42])[C:5]=1[CH3:43].C1C=CC2N(O)N=NC=2C=1.C1CCC(N=C=NC2CCCCC2)CC1.[C@@H:69]1(N)[O:77][C@H:76]([CH2:78][OH:79])[C@H:74]([OH:75])[C@H:72]([OH:73])[C@H:70]1[OH:71]>CN(C=O)C.ClCCl>[ClH:1].[CH3:2][O:3][C:4]1[CH:9]=[C:8]([CH3:10])[C:7]([S:11]([NH:14][C@H:15]([C:20]([NH:22][C@@H:23]([C:34]([N:36]2[CH2:41][CH2:40][CH2:39][CH2:38][CH2:37]2)=[O:35])[CH2:24][C:25]2[CH:26]=[CH:27][C:28]([C:31](=[NH:32])[NH2:33])=[CH:29][CH:30]=2)=[O:21])[CH2:16][C:17](=[O:19])[NH:18][C@@H:69]2[O:77][C@H:76]([CH2:78][OH:79])[C@H:74]([OH:75])[C@H:72]([OH:73])[C@H:70]2[OH:71])(=[O:13])=[O:12])=[C:6]([CH3:42])[C:5]=1[CH3:43] |f:0.1,7.8|. Reported procedure: 2-N-(4-Methoxy-2,3,6-trimethyl-benzenesulfonyl)-L-asparaginyl-4-amidino-D-phenylalanine-piperidide hydrochloride (1.0 g), HOBt (0.23 g) and DCCI (0.37 g) were dissolved in DMF and dichloromethane 1:1 (50 mL) and, after 0.5 h of stirring, β-D-galactopyranosyl-amine (1.0 g) was added. The reaction mixture was stirred for 48 h at room temperature and then filtered and concentrated by evaporation in vacuo. The residue was dissolved in ethyl acetate and washed with water. The crude product was purifi... The reactants are C(C(=C)C1=CC=CC=C1)(=O)OC (methyl atropate), C(CCCCCCC\C=C/CCCCCCCC)(=O)O (oleic acid). Solvent: C(C)(=O)O (acetic acid). Yields the product C(C1=CC=CC=C1)(=O)C(=O)OC (methyl benzoylformate). The yield is 88.0%. As a reaction SMILES: [C:1]([O:11][CH3:12])(=[O:10])[C:2]([C:4]1[CH:9]=[CH:8][CH:7]=[CH:6][CH:5]=1)=C.C(O)(=[O:31])CCCCCCC/C=C\CCCCCCCC>C(O)(=O)C>[C:2]([C:1]([O:11][CH3:12])=[O:10])(=[O:31])[C:4]1[CH:9]=[CH:8][CH:7]=[CH:6][CH:5]=1. Procedure details: The co-oxidation reaction was carried out in manner as described in Example 16, except that methyl atropate was used in lieu of oleic acid. As a result, acetic acid was obtained at a yield of 95% and methyl benzoylformate was obtained at a yield of 88%. The reactants are CCOCC, Cc1ccccc1, CN(C)c1ccccc1, O=c1[nH]c(C(F)(F)F)nc2c1CCCC2, O, O=P(Cl)(Cl)Cl. Product: FC(F)(F)c1nc(Cl)c2c(n1)CCCC2. Reaction SMILES: [CH3:30][CH2:31][O:32][CH2:33][CH3:34].[CH3:35][c:36]1[cH:37][cH:38][cH:39][cH:40][cH:41]1.[CH3:6][N:7]([CH3:8])[c:9]1[cH:10][cH:11][cH:12][cH:13][cH:14]1.[F:15][C:16]([c:17]1[n:18][c:19]2[c:24]([c:25](=[O:27])[nH:26]1)[CH2:23][CH2:22][CH2:21][CH2:20]2)([F:28])[F:29].[OH2:42].[P:1]([Cl:2])([Cl:3])([Cl:4])=[O:5]>>[Cl:3][c:25]1[c:24]2[c:19]([n:18][c:17]([C:16]([F:15])([F:28])[F:29])[n:26]1)[CH2:20][CH2:21][CH2:22][CH2:23]2. Reactants: C1(CC1)C=1NC2=C(C(=C(C=C2C(C1C(=O)O)=O)F)N1CCN(CC1)C1=NC=CC=C1)C(F)(F)F (2-cyclopropyl-6-fluoro-8-trifluoromethyl-1,4-dihydro-4-oxo-7-[4-(2-pyridyl)piperazin-1-yl]quinoline-3-carboxylic acid), OCCN1CCOCC1 (4-(2-hydroxyethyl)morpholine), Cl.C(C)N=C=NCCCN(C)C (1-ethyl-3-(3-dimethyaminopropyl)carbodiimide hydrochloride). Reagents/catalysts: CN(C1=CC=NC=C1)C (4-dimethylaminopyridine). The solvent is C(Cl)Cl (methylene chloride). Reaction conditions: time 7 day. Yields the product N (ammonia), O1CCN(CC1)CCOC(=O)C1=CN(C2=C(C(=C(C=C2C1=O)F)N1CCN(CC1)C1=NC=CC=C1)C(F)(F)F)C1CC1 (1-cyclopropyl-6-fluoro-8-trifluoromethyl-1,4-dihydro-4-oxo-7-[4-(2-pyridyl)piperazin-1-yl]quinoline-3-carboxylic acid 2-morpholinoethyl ester). The yield is 96.9%. As a reaction SMILES: C1([C:4]2[NH:5][C:6]3[C:11]([C:12](=[O:17])[C:13]=2[C:14]([OH:16])=[O:15])=[CH:10][C:9]([F:18])=[C:8]([N:19]2[CH2:24][CH2:23][N:22]([C:25]4[CH:30]=[CH:29][CH:28]=[CH:27][N:26]=4)[CH2:21][CH2:20]2)[C:7]=3[C:31]([F:34])([F:33])[F:32])CC1.O[CH2:36][CH2:37][N:38]1[CH2:43][CH2:42][O:41][CH2:40][CH2:39]1.Cl.C(N=C=N[CH2:50][CH2:51][CH2:52]N(C)C)C>CN(C)C1C=CN=CC=1.C(Cl)Cl>[NH3:5].[O:41]1[CH2:42][CH2:43][N:38]([CH2:37][CH2:36][O:16][C:14]([C:13]2[C:12](=[O:17])[C:11]3[C:6](=[C:7]([C:31]([F:34])([F:32])[F:33])[C:8]([N:19]4[CH2:24][CH2:23][N:22]([C:25]5[CH:30]=[CH:29][CH:28]=[CH:27][N:26]=5)[CH2:21][CH2:20]4)=[C:9]([F:18])[CH:10]=3)[N:5]([CH:51]3[CH2:52][CH2:50]3)[CH:4]=2)=[O:15])[CH2:39][CH2:40]1 |f:2.3|. Procedure: To 5 ml of methylene chloride were added 100 mg (0.21 mmole) of 2-cyclopropyl-6-fluoro-8-trifluoromethyl-1,4-dihydro-4-oxo-7-[4-(2-pyridyl)piperazin-1-yl]quinoline-3-carboxylic acid, 0-055 g (0.42 mmole) of 4-(2-hydroxyethyl)morpholine, 0.045 g (0.37 mmole) of 4-dimethylaminopyridine and 0.091 g (0.48 mmole) of 1-ethyl-3-(3-dimethyaminopropyl)carbodiimide hydrochloride, the mixture was left to stand at room temperature for 7 days, and then the solvent was removed by evaporation under reduced pre... The reactants are [Br-], CCCC[Mg+], CC1CCC(C(C)C)C(C=O)C1. Yields the product CCCCC(=O)C1CC(C)CCC1C(C)C. Reaction SMILES: [Br-:13].[CH2:14]([CH2:15][CH2:16][CH3:17])[Mg+:18].[CH:1]([CH3:2])([CH3:3])[CH:4]1[CH:5]([CH:11]=[O:12])[CH2:6][CH:7]([CH3:10])[CH2:8][CH2:9]1>>[CH:1]([CH3:2])([CH3:3])[CH:4]1[CH:5]([C:11](=[O:12])[CH2:14][CH2:15][CH2:16][CH3:17])[CH2:6][CH:7]([CH3:10])[CH2:8][CH2:9]1. Starting materials: C1CCNCC1, CCNC(=O)n1ccc2cc(Oc3ccnc(NC(=O)N4CCC(N5CCCC5)CC4)c3)ccc21, CCNC(=O)n1ccc2cc(Oc3ccnc(NC(=O)Oc4ccccc4)c3)ccc21, CN(C)C=O. Yields the product CCNC(=O)n1ccc2cc(Oc3ccnc(NC(=O)N4CCCCC4)c3)ccc21. As a reaction SMILES: [CH2:1]1[CH2:2][CH2:3][NH:4][CH2:5][CH2:6]1.[CH2:38]([CH3:39])[NH:40][C:41](=[O:42])[n:43]1[cH:44][cH:45][c:46]2[cH:47][c:48]([O:52][c:53]3[cH:54][c:55]([NH:59][C:60](=[O:61])[N:62]4[CH2:63][CH2:64][CH:65]([N:68]5[CH2:69][CH2:70][CH2:71][CH2:72]5)[CH2:66][CH2:67]4)[n:56][cH:57][cH:58]3)[cH:49][cH:50][c:51]12.[CH2:7]([NH:8][C:9]([n:10]1[c:11]2[c:12]([cH:13][c:14]([O:15][c:16]3[cH:17][cH:18][n:19][c:20]([NH:21][C:22](=[O:23])[O:24][c:25]4[cH:26][cH:27][cH:28][cH:29][cH:30]4)[cH:31]3)[cH:32][cH:33]2)[cH:34][cH:35]1)=[O:36])[CH3:37].[CH3:73][N:74]([CH3:75])[CH:76]=[O:77]>>[CH2:38]([CH3:39])[NH:40][C:41](=[O:42])[n:43]1[cH:44][cH:45][c:46]2[cH:47][c:48]([O:52][c:53]3[cH:54][c:55]([NH:59][C:60](=[O:61])[N:62]4[CH2:63][CH2:64][CH2:65][CH2:66][CH2:67]4)[n:56][cH:57][cH:58]3)[cH:49][cH:50][c:51]12.